This data is from the Open Reaction Database (ORD), a public repository of structured organic reaction records. The task is: describe an organic reaction: reactants, conditions, products, and yield Reactants: N1(CCCC1)[C@@H]1[C@@H](CCC1)N (cis-2-pyrrolidin-1-yl-cyclopentylamine), N1(CCCC1)[C@@H]1[C@@H](CCC1)N (cis-2-pyrrolidin-1-yl-cyclopentylamine), C(C)C1=C(C(=O)O)C(=CC=C1)C (2-ethyl-6-methylbenzoic acid). Product: C(C)C1=C(C(=O)N[C@H]2[C@H](CCC2)N2CCCC2)C(=CC=C1)C (cis-2-Ethyl-6-methyl-N-(2-pyrrolidin-1-yl-cyclopentyl)-benzamide). As a reaction SMILES: [N:1]1([C@H:6]2[CH2:10][CH2:9][CH2:8][C@H:7]2[NH2:11])[CH2:5][CH2:4][CH2:3][CH2:2]1.[CH2:12]([C:14]1[CH:22]=[CH:21][CH:20]=[C:19]([CH3:23])[C:15]=1[C:16](O)=[O:17])[CH3:13]>>[CH2:12]([C:14]1[CH:22]=[CH:21][CH:20]=[C:19]([CH3:23])[C:15]=1[C:16]([NH:11][C@@H:7]1[CH2:8][CH2:9][CH2:10][C@@H:6]1[N:1]1[CH2:2][CH2:3][CH2:4][CH2:5]1)=[O:17])[CH3:13]. Procedure: The title compound, white solid, MS: m/e=301.3 [(M+H)+], was prepared in accordance with the general method of example 5 from cis-2-pyrrolidin-1-yl-cyclopentylamine (intermediate Q) and 2-ethyl-6-methylbenzoic acid (CAS 106976-50-5).